From a dataset of the Open Reaction Database (ORD), a public repository of structured organic reaction records. describe an organic reaction: reactants, conditions, products, and yield Starting materials: FC(CCCCN1N=C(C=C1)N)(C)F (1-(5,5-difluoro-hexyl)-1H-pyrazol-3-ylamine), C1(=C(C=CC=C1)/C=C/C(=O)O)C ((E)-3-o-tolyl-acrylic acid), 05b. Yields the product FC(CCCCN1N=C(C=C1)NC(\C=C\C1=C(C=CC=C1)C)=O)(C)F ((E)-N-[1-(5,5-Difluoro-hexyl)-1H-pyrazol-3-yl]-3-o-tolyl-acrylamide). As a reaction SMILES: [F:1][C:2]([F:14])([CH3:13])[CH2:3][CH2:4][CH2:5][CH2:6][N:7]1[CH:11]=[CH:10][C:9]([NH2:12])=[N:8]1.[C:15]1([CH3:26])[CH:20]=[CH:19][CH:18]=[CH:17][C:16]=1/[CH:21]=[CH:22]/[C:23](O)=[O:24]>>[F:14][C:2]([F:1])([CH3:13])[CH2:3][CH2:4][CH2:5][CH2:6][N:7]1[CH:11]=[CH:10][C:9]([NH:12][C:23](=[O:24])/[CH:22]=[CH:21]/[C:16]2[CH:17]=[CH:18][CH:19]=[CH:20][C:15]=2[CH3:26])=[N:8]1. Procedure: Following general procedure B, starting from 1-(5,5-difluoro-hexyl)-1H-pyrazol-3-ylamine and (E)-3-o-tolyl-acrylic acid. LC-MS-conditions 05b: tR=1.12 min; [M+H]+=348.28.